This data is from the Open Reaction Database (ORD), a public repository of structured organic reaction records. The task is: describe an organic reaction: reactants, conditions, products, and yield Starting materials: C(C1=CC=CC=C1)(=O)NCC(=O)O (N-Benzoylglycine), Cl.C(C)N=C=NCCCN(C)C (3-ethyl-1-[3-(dimethylamino)propyl]carbodiimide hydrochloride), O.ON1N=NC2=C1C=CC=C2 (1-hydroxybenzotriazole hydrate), Cl.Cl.NC1CN(CC1)CC1=CC=C(C=C1)Cl (3-amino-1-(4-chlorobenzyl)pyrrolidine dihydrochloride). The solvent is C(C)N(CC)CC (triethylamine), C(Cl)(Cl)Cl (chloroform). Run at temperature 25 celsius, time 16 hour. Yields the product C(C1=CC=CC=C1)(=O)NCC(=O)NC1CN(CC1)CC1=CC=C(C=C1)Cl (3-(N-benzoylglycyl)amino-1-(4-chlorobenzyl)pyrrolidine). The yield is 95.2%. RXN SMILES: [C:1]([NH:9][CH2:10][C:11]([OH:13])=O)(=[O:8])[C:2]1[CH:7]=[CH:6][CH:5]=[CH:4][CH:3]=1.Cl.C(N=C=NCCCN(C)C)C.O.ON1C2C=CC=CC=2N=N1.Cl.Cl.[NH2:39][CH:40]1[CH2:44][CH2:43][N:42]([CH2:45][C:46]2[CH:51]=[CH:50][C:49]([Cl:52])=[CH:48][CH:47]=2)[CH2:41]1>C(N(CC)CC)C.C(Cl)(Cl)Cl>[C:1]([NH:9][CH2:10][C:11]([NH:39][CH:40]1[CH2:44][CH2:43][N:42]([CH2:45][C:46]2[CH:51]=[CH:50][C:49]([Cl:52])=[CH:48][CH:47]=2)[CH2:41]1)=[O:13])(=[O:8])[C:2]1[CH:3]=[CH:4][CH:5]=[CH:6][CH:7]=1 |f:1.2,3.4,5.6.7|. Procedure details: N-Benzoylglycine (9.3 mg, 0.055 mmol), 3-ethyl-1-[3-(dimethylamino)propyl]carbodiimide hydrochloride (EDCI) (1.05 mg) and 1-hydroxybenzotriazole hydrate (HOBt) (7.4 mg) were added to a chloroform (2.5 mL) solution of 3-amino-1-(4-chlorobenzyl)pyrrolidine dihydrochloride (14.2 mg, 0.050 mmol) and triethylamine (15.2 mg). The resulting reaction mixture was stirred at 25° C. for 16 hours and then washed with a 2 M aqueous solution of NaOH (2 mL×2) and brine. After filtration through a PTFE membrane... Isolated yield 65.0%. The solvent is C1(=CC=CC=C1)C (toluene). The reactants are C(=O)(OC)NC(NC=1C=C(C(=O)C2=CC=CC=C2)C=CC1N)=S (3-(3-carbomethoxythioureido)-4-aminobenzophenone), C(C1=CC=CC=C1)(=O)Cl (benzoyl chloride). The product is C(=O)(OC)NC(NC=1C=C(C(=O)C2=CC=CC=C2)C=CC1NC(C1=CC=CC=C1)=O)=S (3-(3-carbomethoxythioureido)-4-benzamidobenzophenone). Procedure details: To a suspension of 3-(3-carbomethoxythioureido)-4-aminobenzophenone (3.29 g.) in toluene (200 ml.) is added benzoyl chloride (1.4 g.). The mixture is refluxed for 18 hours, cooled to room temperature and the precipitate collected, washed with hexane and dried to afford 2.8 g. (65% yield) of 3-(3-carbomethoxythioureido)-4-benzamidobenzophenone as a gray solid, m.p. 191°-192° C., dec. Reaction SMILES: [C:1]([NH:5][C:6](=[S:23])[NH:7][C:8]1[CH:9]=[C:10]([CH:19]=[CH:20][C:21]=1[NH2:22])[C:11]([C:13]1[CH:18]=[CH:17][CH:16]=[CH:15][CH:14]=1)=[O:12])([O:3][CH3:4])=[O:2].[C:24](Cl)(=[O:31])[C:25]1[CH:30]=[CH:29][CH:28]=[CH:27][CH:26]=1>C1(C)C=CC=CC=1>[C:1]([NH:5][C:6](=[S:23])[NH:7][C:8]1[CH:9]=[C:10]([CH:19]=[CH:20][C:21]=1[NH:22][C:24](=[O:31])[C:25]1[CH:30]=[CH:29][CH:28]=[CH:27][CH:26]=1)[C:11]([C:13]1[CH:18]=[CH:17][CH:16]=[CH:15][CH:14]=1)=[O:12])([O:3][CH3:4])=[O:2]. Starting materials: C1(=CC=CC=C1)N1C(C(=C(C=C1)CCCCC=1N=NNC1)OCC1=CC=CC=C1)=O (1-Phenyltriazolylbutyl-3-benzyloxypyridine-2-one), C1(=CC=CC=C1)N1C(C(=C(C=C1)CCCC=1N=NNC1)O)=O (1-Phenyltriazolylpropyl-3-hydroxypyridine-2-one). Run in C1CCOC1 (THF). Product: C1(=CC=CC=C1)N1C(C(=C(C=C1)CCCCC=1N=NNC1)O)=O (1-Phenyltriazolylbutyl-3-hydroxypyridine-2-one). Yield: 62.4%. Reaction SMILES: [C:1]1([N:7]2[CH:12]=[CH:11][C:10]([CH2:13][CH2:14][CH2:15][CH2:16][C:17]3[N:18]=[N:19][NH:20][CH:21]=3)=[C:9]([O:22]CC3C=CC=CC=3)[C:8]2=[O:30])[CH:6]=[CH:5][CH:4]=[CH:3][CH:2]=1.C1(N2C=CC(CCCC3N=NNC=3)=C(O)C2=O)C=CC=CC=1>C1COCC1>[C:1]1([N:7]2[CH:12]=[CH:11][C:10]([CH2:13][CH2:14][CH2:15][CH2:16][C:17]3[N:18]=[N:19][NH:20][CH:21]=3)=[C:9]([OH:22])[C:8]2=[O:30])[CH:2]=[CH:3][CH:4]=[CH:5][CH:6]=1. Reported procedure: Reaction of 158c (0.25 g, 0.62 mmol) in anhydrous THF as described for synthesis of 159b gave 159c (0.12 g, 63%) of pure product. 1H NMR (400 MHz, CDCl3) δ 7.79 (m, 3H), 7.41 (t, J=7.6 Hz, 2H), 7.32 (t, J=7.4 Hz, 1H), 6.76 (m, 3H), 6.13 (t, J=7.2 Hz, 1H), 4.45 (t, J=6.8 Hz, 2H), 4.02 (t, J=7.1 Hz, 2H), 1.99 (m, 2H), 1.82 (m, 2H). 13C NMR (100 MHz, CDCl3) δ 158.47, 147.63, 146.62, 130.41, 128.69, 127.99, 126.60, 125.53, 119.80, 114.15, 107.10, 49.38, 48.57, 27.02, 26.01. HRMS (EI) calcd for C17H1... The reactants are C(C)(=O)C1=C(C(=C(OCCCSC2=CC=C(C=C2)C(CCC#N)=O)C=C1)CCC)O (4-(3-(4-acetyl-3-hydroxy-2-propyl-phenoxy) propylthio)-gamma-oxobenzenebutyronitrile), C(CCC)[Sn](CCCC)(CCCC)N=[N+]=[N-] (tri-n-butyltin azide). The solvent is C1CCOC1 (THF), CCOCC (ether), Cl (HCl). Run at time 1 hour. The product is C(C)(=O)C1=C(C(=C(OCCCSC2=CC=C(C=C2)C(CCC2=NN=NN2)=O)C=C1)CCC)O (5-(3(4-(3-(4-acetyl-3-hydroxy-2-propylphenoxy) propylthio)phenyl)-3-oxopropyl)-1H-tetrazole). Reaction SMILES: [C:1]([C:4]1[CH:26]=[CH:25][C:7]([O:8][CH2:9][CH2:10][CH2:11][S:12][C:13]2[CH:18]=[CH:17][C:16]([C:19](=[O:24])[CH2:20][CH2:21][C:22]#[N:23])=[CH:15][CH:14]=2)=[C:6]([CH2:27][CH2:28][CH3:29])[C:5]=1[OH:30])(=[O:3])[CH3:2].C([Sn]([N:44]=[N+:45]=[N-:46])(CCCC)CCCC)CCC>C1COCC1.CCOCC.Cl>[C:1]([C:4]1[CH:26]=[CH:25][C:7]([O:8][CH2:9][CH2:10][CH2:11][S:12][C:13]2[CH:18]=[CH:17][C:16]([C:19](=[O:24])[CH2:20][CH2:21][C:22]3[NH:46][N:45]=[N:44][N:23]=3)=[CH:15][CH:14]=2)=[C:6]([CH2:27][CH2:28][CH3:29])[C:5]=1[OH:30])(=[O:3])[CH3:2]. Reported procedure: The nitrile from Example 40, Step E, (1.0 g, 2.35 mmole) and tri-n-butyltin azide (1.0 g, 3.0 mmole) in dry THF (20 ml) were stirred at 70° for 48 hours, and then heated at reflux for 24 hours. The reaction mixture was cooled to room temperature, diluted with ether (20 ml) and concentrated HCl was added. After 1 hour, the solution was filtered, the solid was washed with ether and dried to yield the title compound. Starting materials: COC=1C=C(C=CC1NC(=O)NC1=C(C=CC=C1)F)CC(=O)O (3-methoxy-4-[N′-(2-fluorophenyl)ureido]phenylacetic acid), [N+](=O)([O-])C=1C=C(C(=O)OC)C=CC1N(C)CC1NCCC1 (methyl 3-nitro-4-[N-(2-pyrrolidinyl)methyl-N-methylamino]benzoate), EDC(Hydrochloride). The reagents and catalysts are CN(C)C=1C=CN=CC1 (DMAP), C=1C=CC2=C(C1)N=NN2O (HOBt). Solvent: CN(C)C=O (DMF), CCOCC (Et2O). Run at time 2 hour. Product: COC=1C=C(C=CC1NC(=O)NC1=C(C=CC=C1)F)CC(=O)N1C(CCC1)CN(C)C1=C(C=C(C(=O)OC)C=C1)[N+](=O)[O-] (methyl 4-[N-[1-[3-methoxy4-[N′-(2-fluorophenyl)ureido]phenylacetyl]-2-pyrrolidinyl methyl]-N-methylamino]-3-nitrobenzoate). Isolated yield 105.5%. Reaction SMILES: [CH3:1][O:2][C:3]1[CH:4]=[C:5]([CH2:20][C:21]([OH:23])=O)[CH:6]=[CH:7][C:8]=1[NH:9][C:10]([NH:12][C:13]1[CH:18]=[CH:17][CH:16]=[CH:15][C:14]=1[F:19])=[O:11].[N+:24]([C:27]1[CH:28]=[C:29]([CH:34]=[CH:35][C:36]=1[N:37]([CH2:39][CH:40]1[CH2:44][CH2:43][CH2:42][NH:41]1)[CH3:38])[C:30]([O:32][CH3:33])=[O:31])([O-:26])=[O:25]>CN(C1C=CN=CC=1)C.CN(C=O)C.CCOCC.C1C=CC2N(O)N=NC=2C=1>[CH3:1][O:2][C:3]1[CH:4]=[C:5]([CH2:20][C:21]([N:41]2[CH2:42][CH2:43][CH2:44][CH:40]2[CH2:39][N:37]([C:36]2[CH:35]=[CH:34][C:29]([C:30]([O:32][CH3:33])=[O:31])=[CH:28][C:27]=2[N+:24]([O-:26])=[O:25])[CH3:38])=[O:23])[CH:6]=[CH:7][C:8]=1[NH:9][C:10]([NH:12][C:13]1[CH:18]=[CH:17][CH:16]=[CH:15][C:14]=1[F:19])=[O:11]. Procedure: A mixture of 3-methoxy-4-[N′-(2-fluorophenyl)ureido]phenylacetic acid (630.0 mg, 1.979 mmol), methyl 3-nitro-4-[N-(2-pyrrolidinyl)methyl-N-methylamino]benzoate (553.0 mg, 1.885 mmol), EDC(Hydrochloride) (542.0 mg, 2.827 mmol), HOBt (25.5 mg, 0.189 mmol), and DMAP (23.1 mg, 0.189 mmol) in DMF (5.0 mL) was stirred at room temp. for 2 hr. The mixture was diluted with Et2O, washed with brine, and dried over Na2SO4. The solvent was removed under a reduced pressure, and the residue was chromatographed... The reactants are S1CNC2=C1C=CC=C2 (2,3-dihydro-1,3-benzothiazole), NC1=C(C=CC=C1)S (2-aminobenzenethiol), C=O (formalin), ClC=1C=C(C(=O)Cl)C=C(C1OC)C(F)(F)F (3-chloro-4-methoxy-5-trifluoromethylbenzoyl chloride). Run in C(Cl)(Cl)Cl (chloroform), C(C)N(CC)CC (triethylamine). Reaction conditions: time 1 hour. The product is ClC=1C=C(C(=O)N2CSC3=C2C=CC=C3)C=C(C1OC)C(F)(F)F (3-(3-chloro-4-methoxy-5-trifluoromethylbenzoyl)-2,3-dihydro-1,3-benzothiazole). Reaction SMILES: [S:1]1[C:5]2[CH:6]=[CH:7][CH:8]=[CH:9][C:4]=2[NH:3][CH2:2]1.NC1C=CC=CC=1S.C=O.[Cl:20][C:21]1[CH:22]=[C:23]([CH:27]=[C:28]([C:32]([F:35])([F:34])[F:33])[C:29]=1[O:30][CH3:31])[C:24](Cl)=[O:25]>C(Cl)(Cl)Cl.C(N(CC)CC)C>[Cl:20][C:21]1[CH:22]=[C:23]([CH:27]=[C:28]([C:32]([F:33])([F:34])[F:35])[C:29]=1[O:30][CH3:31])[C:24]([N:3]1[C:4]2[CH:9]=[CH:8][CH:7]=[CH:6][C:5]=2[S:1][CH2:2]1)=[O:25]. Procedure details: 2,3-dihydro-1,3-benzothiazole synthesized from 2-aminobenzenethiol (442 mg) and 37% formalin (0.29 mL) in the same manner as in Example 1 was dissolved in chloroform (8 mL), and triethylamine (0.49 mL) and 3-chloro-4-methoxy-5-trifluoromethylbenzoyl chloride were added to the solution, and then the mixture was stirred at room temperature for 1 hour. The solvent was distilled off under reduced pressure and water was added, and then the mixture was extracted with ethyl acetate. The organic layer w... The reactants are O=C([O-])[O-], CC(C)(C)OC(=O)NN, CCc1c(OC)cccc1C(=O)Cl, ClCCl, [K+], [K+], O. Yields the product CCc1c(OC)cccc1C(=O)NNC(=O)OC(C)(C)C. RXN SMILES: [C:10](=[O:11])([O-:12])[O-:13].[C:1]([CH3:2])([CH3:3])([CH3:4])[O:5][C:6]([NH:7][NH2:8])=[O:9].[CH2:16]([CH3:17])[c:18]1[c:19]([C:20](=[O:21])[Cl:22])[cH:23][cH:24][cH:25][c:26]1[O:27][CH3:28].[CH2:29]([Cl:30])[Cl:31].[K+:14].[K+:15].[OH2:32]>>[C:1]([CH3:2])([CH3:3])([CH3:4])[O:5][C:6]([NH:7][NH:8][C:20]([c:19]1[c:18]([CH2:16][CH3:17])[c:26]([O:27][CH3:28])[cH:25][cH:24][cH:23]1)=[O:21])=[O:9]. Reactants: O=C(O)COCC1CC1, CNC1CN(C(=O)C2CCN(C(=O)C3(C)CC3)CC2)CC1c1ccc(Cl)c(Cl)c1. Yields the product CN(C(=O)COCC1CC1)C1CN(C(=O)C2CCN(C(=O)C3(C)CC3)CC2)CC1c1ccc(Cl)c(Cl)c1. As a reaction SMILES: [CH:30]1([CH2:33][O:34][CH2:35][C:36](=[O:37])[OH:38])[CH2:31][CH2:32]1.[Cl:1][c:2]1[cH:3][c:4]([CH:9]2[CH2:10][N:11]([C:16](=[O:17])[CH:18]3[CH2:19][CH2:20][N:21]([C:24](=[O:25])[C:26]4([CH3:29])[CH2:27][CH2:28]4)[CH2:22][CH2:23]3)[CH2:12][CH:13]2[NH:14][CH3:15])[cH:5][cH:6][c:7]1[Cl:8]>>[Cl:1][c:2]1[cH:3][c:4]([CH:9]2[CH2:10][N:11]([C:16](=[O:17])[CH:18]3[CH2:19][CH2:20][N:21]([C:24](=[O:25])[C:26]4([CH3:29])[CH2:27][CH2:28]4)[CH2:22][CH2:23]3)[CH2:12][CH:13]2[N:14]([CH3:15])[C:36]([CH2:35][O:34][CH2:33][CH:30]2[CH2:31][CH2:32]2)=[O:38])[cH:5][cH:6][c:7]1[Cl:8].